Dataset: the Open Reaction Database (ORD), a public repository of structured organic reaction records. Task: describe an organic reaction: reactants, conditions, products, and yield The reactants are C1(=CC=CC=C1)P(=O)(C1=CC=CC=C1)OC=1[C@@H]([C@@H]2N(C1C(=O)OCC1=CC=C(C=C1)[N+](=O)[O-])C([C@@H]2[C@@H](C)O)=O)C (p-nitrobenzyl (1R,5S,6S)-2-diphenylphosphoryloxy-6-[(1R)-1-hydroxyethyl]-1-methyl-1-carbapen-2-em-3-carboxylate), C(C)(=O)S[C@H]1C[C@H](N(C1)C(=O)OCC1=CC=C(C=C1)[N+](=O)[O-])CSC1=CC=C(C=C1)S(N)(=O)=O ((2S,4S)-4-acetylthio-1-p-nitrobenzyloxycarbonyl-2-(4-sulfamoylphenyl)thiomethylpyrrolidine), [OH-].[Na+] (NaOH), CO (methanol), Cl (HCl). Run in C(C)#N (acetonitrile), C(Cl)(Cl)Cl (chloroform), C(C)(=O)OCC (ethyl acetate). Run at time 1 hour. The product is O[C@H](C)[C@@H]1[C@@H]2N(C(=C([C@@H]2C)S[C@@H]2CN([C@@H](C2)CSC2=CC=C(C=C2)S(N)(=O)=O)C(=O)OCC2=CC=C(C=C2)[N+](=O)[O-])C(=O)OCC2=CC=C(C=C2)[N+](=O)[O-])C1=O (p-nitrobenzyl (1R,5S,6S)-6-[(1R)-1-hydroxyethyl]-1-methyl-2-[(3S,5S)-1-p-nitrobenzyloxycarbonyl-5-(4-sulfamoylphenylthiomethyl)pyrrolidin-3-ylthio)-1-carbapen-2-em-3-carboxylate). Yield: 67.0%. Reaction SMILES: [C:1]([S:4][C@@H:5]1[CH2:9][N:8]([C:10]([O:12][CH2:13][C:14]2[CH:19]=[CH:18][C:17]([N+:20]([O-:22])=[O:21])=[CH:16][CH:15]=2)=[O:11])[C@H:7]([CH2:23][S:24][C:25]2[CH:30]=[CH:29][C:28]([S:31](=[O:34])(=[O:33])[NH2:32])=[CH:27][CH:26]=2)[CH2:6]1)(=O)[CH3:2].[OH-:35].[Na+].Cl.C1(P(OC2[C@H](C)[C@H]3[C@@H]([C@H](O)C)C(=O)N3C=2[C:58]([O:60][CH2:61][C:62]2[CH:67]=[CH:66][C:65]([N+:68]([O-:70])=[O:69])=[CH:64][CH:63]=2)=[O:59])(C2C=CC=CC=2)=O)C=CC=CC=1.[CH3:78][OH:79]>C(#N)C.C(OCC)(=O)C.C(Cl)(Cl)Cl>[OH:35][C@@H:15]([C@H:16]1[C:78](=[O:79])[N:20]2[C:2]([C:58]([O:60][CH2:61][C:62]3[CH:67]=[CH:66][C:65]([N+:68]([O-:70])=[O:69])=[CH:64][CH:63]=3)=[O:59])=[C:1]([S:4][C@H:5]3[CH2:6][C@@H:7]([CH2:23][S:24][C:25]4[CH:30]=[CH:29][C:28]([S:31](=[O:33])(=[O:34])[NH2:32])=[CH:27][CH:26]=4)[N:8]([C:10]([O:12][CH2:13][C:14]4[CH:15]=[CH:16][C:17]([N+:20]([O-:22])=[O:21])=[CH:18][CH:19]=4)=[O:11])[CH2:9]3)[C@H:18]([CH3:19])[C@H:17]12)[CH3:14] |f:1.2|. Procedure details: To a solution of (2S,4S)-4-acetylthio-1-p-nitrobenzyloxycarbonyl-2-(4-sulfamoylphenyl)thiomethylpyrrolidine (1.48 g, 2.82 mmol) in a mixture of methanol (30 ml) with chloroform (30 ml), 1N aqueous NaOH (3.11 ml, 3.11 mmol) was added in a nitrogen stream at 5° C., and the resulting reaction solution was stirred at the same temperature for 1 hour. The reaction solution was neutralized with 1N aqueous HCl (3.11 ml, 3.11 mmol), and the solvent was distilled off in vacuo. To a solution of the residue... Starting materials: C(C)OC1=C(CO)C(=CC=C1)CCCCCCCCCCCCCCC (2-Ethoxy-6-pentadecyl-benzyl alcohol), [Cr](=O)(=O)(OCl)[O-].[NH+]1=CC=CC=C1 (pyridinium chloro chromate), CCOCC (ether). Solvent: ClCCl (dichloromethane), ClCCl (dichloromethane). Product: C(C)OC1=C(C=O)C(=CC=C1)CCCCCCCCCCCCCCC (2-ethoxy-6-pentadecyl-benzaldehyde). Yield: 83.2%. Reaction SMILES: [Cr]([O-])(OCl)(=O)=O.[NH+]1C=CC=CC=1.[CH2:13]([O:15][C:16]1[CH:23]=[CH:22][CH:21]=[C:20]([CH2:24][CH2:25][CH2:26][CH2:27][CH2:28][CH2:29][CH2:30][CH2:31][CH2:32][CH2:33][CH2:34][CH2:35][CH2:36][CH2:37][CH3:38])[C:17]=1[CH2:18][OH:19])[CH3:14].CCOCC>ClCCl>[CH2:13]([O:15][C:16]1[CH:23]=[CH:22][CH:21]=[C:20]([CH2:24][CH2:25][CH2:26][CH2:27][CH2:28][CH2:29][CH2:30][CH2:31][CH2:32][CH2:33][CH2:34][CH2:35][CH2:36][CH2:37][CH3:38])[C:17]=1[CH:18]=[O:19])[CH3:14] |f:0.1|. Procedure: To a 250 mL round bottom flask fitted with a reflux condenser, was added pyridinium chloro chromate (PCC) (16.1 g, 75 mmol) in anhydrous dichloromethane (100 mL). 2-Ethoxy-6-pentadecyl-benzyl alcohol (18.1 g, 50 mmol) in dichloromethane (10 mL) was added in one portion to the magnetically stirred solution. After 1.5 hr dry ether (100 mL) was added and the supernatant decanted from the black gum. The insoluble residue was washed thoroughly with diethyl ether (3×25 mL), where upon it became black ... Reactants: C(C)(C)(C)OC(=O)N1CCC(CC1)C=1C=NC(=CC1)N (6-amino-3′,4′,5′,6′-tetrahydro-2′H-[3,4′]bipyridinyl-1′-carboxylic acid tert-butyl ester), BrC=1C=C(C=2N(C1)C=CN2)I (6-bromo-8-iodo-imidazo[1,2-a]pyridine), CC1(C2=C(C(=CC=C2)P(C3=CC=CC=C3)C4=CC=CC=C4)OC5=C(C=CC=C51)P(C6=CC=CC=C6)C7=CC=CC=C7)C (XantPhos), C(=O)([O-])[O-].[Cs+].[Cs+] (Cs2CO3). The reagents and catalysts are C=1C=CC(=CC1)/C=C/C(=O)/C=C/C2=CC=CC=C2.C=1C=CC(=CC1)/C=C/C(=O)/C=C/C2=CC=CC=C2.C=1C=CC(=CC1)/C=C/C(=O)/C=C/C2=CC=CC=C2.[Pd].[Pd] (Pd2(dba)3). The solvent is O1CCOCC1 (dioxane). Run at temperature 90 celsius, time 5 hour. Yields the product C(C)(C)(C)OC(=O)N1CCC(CC1)C=1C=NC(=CC1)NC=1C=2N(C=C(C1)Br)C=CN2 (6-(6-Bromo-imidazo[1,2-a]pyridin-8-ylamino)-3′,4′,5′,6′-tetrahydro-2′H-[3,4′]bipyridinyl-1′-carboxylic acid tert-butyl ester). Isolated yield 81.0%. Reaction SMILES: [C:1]([O:5][C:6]([N:8]1[CH2:13][CH2:12][CH:11]([C:14]2[CH:15]=[N:16][C:17]([NH2:20])=[CH:18][CH:19]=2)[CH2:10][CH2:9]1)=[O:7])([CH3:4])([CH3:3])[CH3:2].[Br:21][C:22]1[CH:23]=[C:24](I)[C:25]2[N:26]([CH:28]=[CH:29][N:30]=2)[CH:27]=1.CC1(C)C2C(=C(P(C3C=CC=CC=3)C3C=CC=CC=3)C=CC=2)OC2C(P(C3C=CC=CC=3)C3C=CC=CC=3)=CC=CC1=2.C([O-])([O-])=O.[Cs+].[Cs+]>O1CCOCC1.C1C=CC(/C=C/C(/C=C/C2C=CC=CC=2)=O)=CC=1.C1C=CC(/C=C/C(/C=C/C2C=CC=CC=2)=O)=CC=1.C1C=CC(/C=C/C(/C=C/C2C=CC=CC=2)=O)=CC=1.[Pd].[Pd]>[C:1]([O:5][C:6]([N:8]1[CH2:9][CH2:10][CH:11]([C:14]2[CH:15]=[N:16][C:17]([NH:20][C:24]3[C:25]4[N:26]([CH:28]=[CH:29][N:30]=4)[CH:27]=[C:22]([Br:21])[CH:23]=3)=[CH:18][CH:19]=2)[CH2:12][CH2:13]1)=[O:7])([CH3:4])([CH3:2])[CH3:3] |f:3.4.5,7.8.9.10.11|. Procedure: A mixture of 6-amino-3′,4′,5′,6′-tetrahydro-2′H-[3,4′]bipyridinyl-1′-carboxylic acid tert-butyl ester (971 mg, 3.0063 mmol), 6-bromo-8-iodo-imidazo[1,2-a]pyridine (1 g, 3.6075 mmol), Pd2(dba)3 (138 mg, 0.1503 mmol), XantPhos (174 mg, 0.3006 mmol), and Cs2CO3 (2 g, 6.0126 mmol) were combined in dioxane (20 mL) and the solution was stirred at 90° C. under N2 atmosphere for 5 h at which point the TLC showed little starting material remained. The solution was poured onto water and extracted with eth... The reactants are COC(C1=C(C=C(C=C1)O)O)=O (2,4-dihydroxy-benzoic acid methyl ester), C([O-])([O-])=O.[K+].[K+] (potassium carbonate), C(C=C)Br (allyl bromide). Solvent: CC(=O)C (acetone). Product: COC(C1=C(C=C(C=C1)OCC=C)O)=O (4-allyloxy-2-hydroxy-benzoic acid methyl ester). Isolated yield 72.3%. As a reaction SMILES: [CH3:1][O:2][C:3](=[O:12])[C:4]1[CH:9]=[CH:8][C:7]([OH:10])=[CH:6][C:5]=1[OH:11].C(=O)([O-])[O-].[K+].[K+].[CH2:19](Br)[CH:20]=[CH2:21]>CC(C)=O>[CH3:1][O:2][C:3](=[O:12])[C:4]1[CH:9]=[CH:8][C:7]([O:10][CH2:21][CH:20]=[CH2:19])=[CH:6][C:5]=1[OH:11] |f:1.2.3|. Procedure details: To a solution of 2,4-dihydroxy-benzoic acid methyl ester (12.254 g, 72.8 mmol) in acetone (120 mL) was added potassium carbonate (30.72 g, 222.3 mmol) and allyl bromide (7 mL, 80.9 mmol). The reaction mixture was heated at reflux for 5 hours, and then cooled to room temperature. It was partitioned between ethyl acetate and brine and the aqueous layer was extracted with ethyl acetate. The combined organics were washed with brine, dried over anhydrous magnesium sulfate and concentrated in vacuo. T... Starting materials: [OH-].[Na+] (NaOH), S1C(=CC=C1)CCNCC=1C=C2C=CN(C2=CC1)CC1=CC=C(C(=O)N)C=C1 (4-{5-[(2-Thiophen-2-yl-ethylamino)-methyl]-indol-1-ylmethyl}-benzamide), C(C)(=O)O (acetic acid), C(#N)[BH3-].[Na+] (sodium cyanoborohydride). Run in CCOCC (ether), O (water). The product is S1C(=CC=C1)CCNCC=1C=C2CCN(C2=CC1)CC1=CC=C(C(=O)N)C=C1 (4-{5-[(2-Thiophen-2-yl-ethylamino)-methyl]-2,3-dihydro-indol-1-ylmethyl}-benzamide). Isolated yield 70.1%. Reaction SMILES: [S:1]1[CH:5]=[CH:4][CH:3]=[C:2]1[CH2:6][CH2:7][NH:8][CH2:9][C:10]1[CH:11]=[C:12]2[C:16](=[CH:17][CH:18]=1)[N:15]([CH2:19][C:20]1[CH:28]=[CH:27][C:23]([C:24]([NH2:26])=[O:25])=[CH:22][CH:21]=1)[CH:14]=[CH:13]2.C(O)(=O)C.C([BH3-])#N.[Na+].[OH-].[Na+]>O.CCOCC>[S:1]1[CH:5]=[CH:4][CH:3]=[C:2]1[CH2:6][CH2:7][NH:8][CH2:9][C:10]1[CH:11]=[C:12]2[C:16](=[CH:17][CH:18]=1)[N:15]([CH2:19][C:20]1[CH:21]=[CH:22][C:23]([C:24]([NH2:26])=[O:25])=[CH:27][CH:28]=1)[CH2:14][CH2:13]2 |f:2.3,4.5|. Procedure details: Mix 4-{5-[(2-Thiophen-2-yl-ethylamino)-methyl]-indol-1-ylmethyl}-benzamide (0.20 g, 0.51 mmol) and acetic acid (5 mL) in a flask. Add sodium cyanoborohydride (0.09 g, 1.52 mmol) and stir for 3 hrs. Neutralize reaction with 5M aqueous NaOH (10 mL) and dilute with water (50 mL). Extract with CH2Cl2 (3×50 mL). Purification on silica using 40:1 CH2Cl2/2M NH3 in CH3OH to 20:1 CH2Cl2/2M NH3 in CH3OH gradient eluent yields the product as an oily substance. Trituration with ether gives the product as a ... Starting materials: C(CC)N (n-propyl amine), C(CCC)NCC1=CC(=C(OCC(=O)OCC)C=C1)C (Ethyl {4-[(butylamino)methyl]-2-methylphenoxy}acetate). The product is CC1=C(OCC(=O)OCC)C=CC(=C1)CNCCC (Ethyl {2-methyl-4-[(propylamino)methyl]phenoxy}acetate). As a reaction SMILES: C(N)CC.[CH2:5]([NH:9][CH2:10][C:11]1[CH:23]=[CH:22][C:14]([O:15][CH2:16][C:17]([O:19][CH2:20][CH3:21])=[O:18])=[C:13]([CH3:24])[CH:12]=1)[CH2:6][CH2:7]C>>[CH3:24][C:13]1[CH:12]=[C:11]([CH2:10][NH:9][CH2:5][CH2:6][CH3:7])[CH:23]=[CH:22][C:14]=1[O:15][CH2:16][C:17]([O:19][CH2:20][CH3:21])=[O:18]. Procedure: Prepared using n-propyl amine (1.67 mL, 20.3 mmol) and the synthetic procedure described for Intermediate 7. Purification of the crude product by SCX SPE (5×10 g) loading and washing with EtOH and then eluting product with 5% NH3 in EtOH, and removal of the solvent in vacuo yielded the title compound as a brown oil (2.4 g). Reactants: Cc1cc(Cl)nc(C)c1Br, C[O-], [Na+], CN(C)C=O, O. Yields the product COc1cc(C)c(Br)c(C)n1. Reaction SMILES: [Br:1][c:2]1[c:3]([CH3:10])[n:4][c:5]([Cl:9])[cH:6][c:7]1[CH3:8].[CH3:16][O-:17].[Na+:18].[O:11]=[CH:12][N:13]([CH3:14])[CH3:15].[OH2:19]>>[Br:1][c:2]1[c:3]([CH3:10])[n:4][c:5]([O:11][CH3:12])[cH:6][c:7]1[CH3:8].